From a dataset of the Open Reaction Database (ORD), a public repository of structured organic reaction records. describe an organic reaction: reactants, conditions, products, and yield Reactants: N(=O)[O-].[Na+] (sodium nitrite), Cl.C(C1=CC=CC=C1)N1C=NC=2N=C(NC(C12)=O)N (7-benzylguanine hydrochloride). Solvent: O (water), O (water), C(C)(=O)O (acetic acid). Conditions: temperature 100 celsius, time 16 hour. Product: C(C1=CC=CC=C1)N1C=NC=2NC(NC(C12)=O)=O (7-Benzylxanthine). Reaction SMILES: Cl.[CH2:2]([N:9]1[C:17]2[C:16](=[O:18])[NH:15][C:14](N)=[N:13][C:12]=2[N:11]=[CH:10]1)[C:3]1[CH:8]=[CH:7][CH:6]=[CH:5][CH:4]=1.N([O-])=[O:21].[Na+]>O.C(O)(=O)C>[CH2:2]([N:9]1[C:17]2[C:16](=[O:18])[NH:15][C:14](=[O:21])[NH:13][C:12]=2[N:11]=[CH:10]1)[C:3]1[CH:8]=[CH:7][CH:6]=[CH:5][CH:4]=1 |f:0.1,2.3|. Procedure: 35.9 g (0.13 mol) of 7-benzylguanine hydrochloride from stage a) were dissolved in a mixture of 90 ml of water and 807 ml of glacial acetic acid and heated to 100° C. After cooling to 50° C., a solution of 35.88 g (0.52 mol) of sodium nitrite in 90 ml of water was added in one portion. After 16 hours at room temperature, the resulting precipitate was filtered off with suction, washed with water on the suction filter and dried. Reactants: COC(=O)C(NC(=O)OC(C)(C)C)C(C)(C)S, CC(C)(C)[O-], CC#N, Fc1ccc(CCCCl)cc1, [Na+]. Product: COC(=O)C(NC(=O)OC(C)(C)C)C(C)(C)SCCCc1ccc(F)cc1. RXN SMILES: [C:1]([CH3:2])([CH3:3])([CH3:4])[O:5][C:6](=[O:7])[NH:8][CH:9]([C:10](=[O:11])[O:12][CH3:13])[C:14]([CH3:15])([CH3:16])[SH:17].[CH3:18][C:19]([CH3:20])([O-:21])[CH3:22].[CH3:35][C:36]#[N:37].[Cl:24][CH2:25][CH2:26][CH2:27][c:28]1[cH:29][cH:30][c:31]([F:34])[cH:32][cH:33]1.[Na+:23]>>[C:1]([CH3:2])([CH3:3])([CH3:4])[O:5][C:6](=[O:7])[NH:8][CH:9]([C:10](=[O:11])[O:12][CH3:13])[C:14]([CH3:15])([CH3:16])[S:17][CH2:25][CH2:26][CH2:27][c:28]1[cH:29][cH:30][c:31]([F:34])[cH:32][cH:33]1. Starting materials: BrB(Br)Br, COc1cccc2c(Cl)c(C(=O)C(C)C)cnc12, ClCCl. The product is CC(C)C(=O)c1cnc2c(O)cccc2c1Cl. Reaction SMILES: [B:19]([Br:20])([Br:21])[Br:22].[C:1]([CH:2]([CH3:3])[CH3:4])(=[O:5])[c:6]1[cH:7][n:8][c:9]2[c:10]([O:17][CH3:18])[cH:11][cH:12][cH:13][c:14]2[c:15]1[Cl:16].[Cl:23][CH2:24][Cl:25]>>[C:1]([CH:2]([CH3:3])[CH3:4])(=[O:5])[c:6]1[cH:7][n:8][c:9]2[c:10]([OH:17])[cH:11][cH:12][cH:13][c:14]2[c:15]1[Cl:16]. Reactants: FC(CBr)(F)F (2,2,2-trifluoroethyl bromide), O.O.O.O.O.O.O.O.O.[S-2].[Na+].[Na+] (sodium sulphide nonahydrate), [S] (sulphur). The reagents and catalysts are [Br-].C(CCCCCCCCCCCCCCC)[P+](CCCC)(CCCC)CCCC (hexadecyl tributyl phosphonium bromide). The solvent is O (water). Reaction conditions: temperature 70 celsius. Yields the product FC(CSSCC(F)(F)F)(F)F (bis-(2,2,2-trifluoroethyl) disulphide). As a reaction SMILES: [F:1][C:2]([F:6])([F:5])[CH2:3]Br.O.O.O.O.O.O.O.O.O.[S-2:16].[Na+].[Na+].[S]>[Br-].C([P+](CCCC)(CCCC)CCCC)CCCCCCCCCCCCCCC.O>[F:1][C:2]([F:6])([F:5])[CH2:3][S:16][S:16][CH2:3][C:2]([F:6])([F:5])[F:1] |f:1.2.3.4.5.6.7.8.9.10.11.12,14.15,^3:18|. Reported procedure: A mixture of 2,2,2-trifluoroethyl bromide (9.8 g), sodium sulphide nonahydrate (14.4 g), sulphur (1.9 g), hexadecyl tributyl phosphonium bromide (1.0 g) and water (18.0 g) was charged to a Carius tube under a nitrogen atmosphere and the tube sealed. The tube was heated to 70° C. for 8 hours, cooled and the contents subjected to steam distillation to give bis-(2,2,2-trifluoroethyl) disulphide as an oil in a yield of 67° C. The product was identified by GC-mass spectroscopy.